This data is from the Open Reaction Database (ORD), a public repository of structured organic reaction records. The task is: describe an organic reaction: reactants, conditions, products, and yield The reactants are C(C)N(CCNCCOC1=CC=CC=C1)CC (N,N-diethyl-N'-(2-phenoxyethyl)-1,2-ethanediamine), C(CC(O)(C(=O)O)CC(=O)O)(=O)O (citric acid), C(C)N(CCN)CC (N,N-diethylethylenediamine), C(=O)(N1C=NC=C1)N1C=NC=C1 (1,1'-carbonyldiimidazole). The solvent is O1CCCC1 (tetrahydrofuran), CO (methanol), C(C)OCC (diethyl ether), O1CCCC1 (tetrahydrofuran). Run at time 1 hour. The product is C(CC(O)(C(=O)O)CC(=O)O)(=O)O.C(C)N(CCN(C(=O)NCCN(CC)CC)CCOC1=CC=CC=C1)CC (N,N'-Bis[2-(diethylamino)ethyl]-N-(2-phenoxyethyl)urea citrate). RXN SMILES: [CH2:1]([N:3]([CH2:7][CH3:8])[CH2:4][CH2:5][NH2:6])[CH3:2].[C:9](N1C=CN=C1)(N1C=CN=C1)=[O:10].[CH2:21]([N:23]([CH2:36][CH3:37])[CH2:24][CH2:25][NH:26][CH2:27][CH2:28][O:29][C:30]1[CH:35]=[CH:34][CH:33]=[CH:32][CH:31]=1)[CH3:22].[C:38]([OH:50])(=[O:49])[CH2:39][C:40]([CH2:45][C:46]([OH:48])=[O:47])([C:42]([OH:44])=[O:43])[OH:41]>O1CCCC1.CO.C(OCC)C>[C:38]([OH:50])(=[O:49])[CH2:39][C:40]([CH2:45][C:46]([OH:48])=[O:47])([C:42]([OH:44])=[O:43])[OH:41].[CH2:36]([N:23]([CH2:21][CH3:22])[CH2:24][CH2:25][N:26]([CH2:27][CH2:28][O:29][C:30]1[CH:31]=[CH:32][CH:33]=[CH:34][CH:35]=1)[C:9]([NH:6][CH2:5][CH2:4][N:3]([CH2:7][CH3:8])[CH2:1][CH3:2])=[O:10])[CH3:37] |f:7.8|. Procedure details: A mixture of 2.72 g (0.0235 mole) of N,N-diethylethylenediamine and 4.37 g (0.027 mole) of 1,1'-carbonyldiimidazole in 400 ml of tetrahydrofuran was stirred at room temperature for 1 hr. A solution of 5.11 g (0.0216 mole) of N,N-diethyl-N'-(2-phenoxyethyl)-1,2-ethanediamine in 50 ml of tetrahydrofuran was added, and the solution was refluxed for 20 hr. The solvent was removed in vacuo and the residue was dissolved in a mixture of 250 ml of diethyl ether and 250 ml of methylene chloride. The solu...